Dataset: the Open Reaction Database (ORD), a public repository of structured organic reaction records. Task: describe an organic reaction: reactants, conditions, products, and yield The reactants are [H-].[Na+] (sodium hydride), [N+](=O)([O-])C1=CC(=C(C=C1C)S)C (4-nitro-2,5-dimethylthiophenol), BrC1=CC(=CC=C1)OC(F)F (1-bromo-3-(difluoromethoxy)benzene). The reagents and catalysts are Cl[Cu] (CuCl). The solvent is CN(C=O)C (N,N-dimethylformamide), CN(C=O)C (N,N-dimethylformamide), CN(C=O)C (N,N-dimethylformamide). Reaction conditions: time 1 hour. The product is [N+](=O)([O-])C1=C(C=C(C(=C1)C)SC1=CC(=CC=C1)OC(F)F)C (2-nitro-5-(3-difluoromethoxyphenylthio)-p-xylene). Reaction SMILES: [H-].[Na+].[N+:3]([C:6]1[C:11]([CH3:12])=[CH:10][C:9]([SH:13])=[C:8]([CH3:14])[CH:7]=1)([O-:5])=[O:4].Br[C:16]1[CH:21]=[CH:20][CH:19]=[C:18]([O:22][CH:23]([F:25])[F:24])[CH:17]=1>CN(C)C=O.Cl[Cu]>[N+:3]([C:6]1[CH:7]=[C:8]([CH3:14])[C:9]([S:13][C:16]2[CH:21]=[CH:20][CH:19]=[C:18]([O:22][CH:23]([F:25])[F:24])[CH:17]=2)=[CH:10][C:11]=1[CH3:12])([O-:5])=[O:4] |f:0.1|. Procedure: 4.36 g (0.109 moles) of sodium hydride are suspended in 80 ml of N,N-dimethylformamide at 0° C. 20 g of 4-nitro-2,5-dimethylthiophenol (0.109 moles) dissolved in 67 ml of N,N-dimethylformamide are added dropwise under stirring. 24.4 g of 1-bromo-3-(difluoromethoxy)benzene (0.109 moles) dissolved in 20 ml of N,N-dimethylformamide are then added dropwise; catalytic Cu° and CuCl are subsequently added and the reaction temperature is brought to 150° C. for 1 h.